This data is from the Open Reaction Database (ORD), a public repository of structured organic reaction records. The task is: describe an organic reaction: reactants, conditions, products, and yield Reactants: ClC=1C=C(C=C(C1)Cl)[C@@H]1CNCC1 ((R)-3-(3,5-dichlorophenyl)pyrrolidine), O[C@H]1C(N(CC1)C1=CC=CC=C1)=O ((R)-3-hydroxy-1-phenylpyrrolidin-2-one), CCN(C(C)C)C(C)C (DIEA), S(=O)(=O)(C(F)(F)F)OS(=O)(=O)C(F)(F)F (triflic anhydride). Solvent: C(Cl)Cl (DCM), O (water), C(Cl)Cl (DCM). Conditions: time 20 minute. The product is ClC=1C=C(C=C(C1)Cl)[C@@H]1CN(CC1)[C@@H]1C(N(CC1)C1=CC=CC=C1)=O ((3R,3′S)-3-(3,5-dichlorophenyl)-1′-phenyl-1,3′-bipyrrolidin-2′-one). RXN SMILES: O[C@@H:2]1[CH2:6][CH2:5][N:4]([C:7]2[CH:12]=[CH:11][CH:10]=[CH:9][CH:8]=2)[C:3]1=[O:13].CCN(C(C)C)C(C)C.S(OS(C(F)(F)F)(=O)=O)(C(F)(F)F)(=O)=O.[Cl:38][C:39]1[CH:40]=[C:41]([C@H:46]2[CH2:50][CH2:49][NH:48][CH2:47]2)[CH:42]=[C:43]([Cl:45])[CH:44]=1>C(Cl)Cl.O>[Cl:38][C:39]1[CH:40]=[C:41]([C@H:46]2[CH2:50][CH2:49][N:48]([C@H:2]3[CH2:6][CH2:5][N:4]([C:7]4[CH:12]=[CH:11][CH:10]=[CH:9][CH:8]=4)[C:3]3=[O:13])[CH2:47]2)[CH:42]=[C:43]([Cl:45])[CH:44]=1. Procedure details: Synthesized according to General Procedure 10. To a solution of (R)-3-hydroxy-1-phenylpyrrolidin-2-one (822 mg, 4.64 mmol) and DIEA (1.50 g, 2.02 mL, 11.59 mmol) in DCM (10 mL) at −20° C. was added triflic anhydride (1.57 g, 936 μL, 5.56 mmol) and the reaction mixture was stirred at this temperature for 20 min. A solution of (R)-3-(3,5-dichlorophenyl)pyrrolidine (835 mg, 3.86 mmol) in DCM (6 mL) was added and the reaction mixture was stirred at −20° C. for 1 hour. The reaction mixture was poured...